Task: describe an organic reaction: reactants, conditions, products, and yield. Dataset: the Open Reaction Database (ORD), a public repository of structured organic reaction records The reactants are O=C([O-])O, O=C(C=Cc1ccc(Cl)cc1)N1C(=O)OCC1Cc1ccccc1, COCN(Cc1ccccc1)C[Si](C)(C)C, ClCCl, [Na+], O=C(O)C(F)(F)F. Yields the product O=C1OCC(Cc2ccccc2)N1C(=O)C1CN(Cc2ccccc2)CC1c1ccc(Cl)cc1. RXN SMILES: [C:48](=[O:49])([O-:50])[OH:51].[CH2:1]([c:2]1[cH:3][cH:4][cH:5][cH:6][cH:7]1)[CH:8]1[N:9]([C:14]([CH:15]=[CH:16][c:17]2[cH:18][cH:19][c:20]([Cl:23])[cH:21][cH:22]2)=[O:24])[C:10](=[O:13])[O:11][CH2:12]1.[CH2:25]([c:26]1[cH:27][cH:28][cH:29][cH:30][cH:31]1)[N:32]([CH2:33][O:39][CH3:40])[CH2:36][Si:34]([CH3:35])([CH3:37])[CH3:38].[Cl:53][CH2:54][Cl:55].[Na+:52].[OH:41][C:42]([C:43]([F:44])([F:45])[F:46])=[O:47]>>[CH2:1]([c:2]1[cH:3][cH:4][cH:5][cH:6][cH:7]1)[CH:8]1[N:9]([C:14]([CH:15]2[CH:16]([c:17]3[cH:18][cH:19][c:20]([Cl:23])[cH:21][cH:22]3)[CH2:36][N:32]([CH2:25][c:26]3[cH:27][cH:28][cH:29][cH:30][cH:31]3)[CH2:33]2)=[O:24])[C:10](=[O:13])[O:11][CH2:12]1. The reactants are [N+](=O)([O-])C=1C=C(C=CC1[N+](=O)[O-])O (3,4-dinitrophenol), FC1=CC=C(CCl)C=C1 (4-fluorobenzyl chloride), C([O-])([O-])=O.[K+].[K+] (potassium carbonate), ice water. Run in CN(C=O)C (dimethylformamide). Reaction conditions: time 24 hour. Yields the product FC1=CC=C(COC2=CC(=C(C=C2)[N+](=O)[O-])[N+](=O)[O-])C=C1 (4-(4-fluorobenzyloxy)-1,2-dinitrobenzene). The yield is 76.0%. Reaction SMILES: [N+:1]([C:4]1[CH:5]=[C:6]([OH:13])[CH:7]=[CH:8][C:9]=1[N+:10]([O-:12])=[O:11])([O-:3])=[O:2].[F:14][C:15]1[CH:22]=[CH:21][C:18]([CH2:19]Cl)=[CH:17][CH:16]=1.C(=O)([O-])[O-].[K+].[K+]>CN(C)C=O>[F:14][C:15]1[CH:22]=[CH:21][C:18]([CH2:19][O:13][C:6]2[CH:7]=[CH:8][C:9]([N+:10]([O-:12])=[O:11])=[C:4]([N+:1]([O-:3])=[O:2])[CH:5]=2)=[CH:17][CH:16]=1 |f:2.3.4|. Procedure details: A stirred solution of 3,4-dinitrophenol (1 g, 5.4 mmol) in 30 ml of anhydrous dimethylformamide was treated with 4-fluorobenzyl chloride (0.86 g, 6.0 mmol) and potassium carbonate (1.13 g, 8.2 mmol). The reaction mixture was stirred at room temperature for 24 hours and then poured into 200 ml of ice-water and this mixture was stirred overnight. The solid was filtered and washed with water to give 1.2 g (76%) of tilted compound as a yellow solid after drying in vacuo. 1H NMR (300 MHz, CDCl3) δ: 8...